This data is from the Open Reaction Database (ORD), a public repository of structured organic reaction records. The task is: describe an organic reaction: reactants, conditions, products, and yield Solvent: ClCCl (dichloromethane). Yields the product O=C1CCC(CC1)(C(=O)OC)NC(=O)C1=CC=CC=C1 (methyl 4-oxo-1-[(phenylcarbonyl)amino]cyclohexanecarboxylate). Starting materials: crude product, C1(=CC=CC=C1)C(=O)NC(C(=O)OC)=C (methyl 2-[(phenylcarbonyl)amino]prop-2-enoate), C[Si](OC(C=C)=C)(C)C (trimethyl[(1-methylideneprop-2-en-1-yl)oxy]silane). Reaction conditions: time 5 hour. Reagents/catalysts: [I-].[Zn+2].[I-] (zinc iodide). Reaction SMILES: [C:1]1([C:7]([NH:9][C:10](=[CH2:15])[C:11]([O:13][CH3:14])=[O:12])=[O:8])[CH:6]=[CH:5][CH:4]=[CH:3][CH:2]=1.C[Si](C)(C)[O:18][C:19](=[CH2:22])[CH:20]=[CH2:21]>ClCCl.[I-].[Zn+2].[I-]>[O:18]=[C:19]1[CH2:20][CH2:21][C:10]([NH:9][C:7]([C:1]2[CH:2]=[CH:3][CH:4]=[CH:5][CH:6]=2)=[O:8])([C:11]([O:13][CH3:14])=[O:12])[CH2:15][CH2:22]1 |f:3.4.5|. Procedure details: To a solution of the crude product (67.0 g) of methyl 2-[(phenylcarbonyl)amino]prop-2-enoate produced above in dichloromethane (300 mL) was added zinc iodide (104 g). To the mixture was added trimethyl[(1-methylideneprop-2-en-1-yl)oxy]silane (173 mL), and the mixture was heated under reflux for 24 hr. The reaction system was allowed to cool to room temperature, washed with water, and dried over anhydrous sodium sulfate. Insoluble material was removed by filtration. To the filtrate were added a m... Starting materials: ClC1=CC=C(C=C1)C(=O)C1=C(C(=C2C=C(C=CN12)O)C(C(C)(C)C)=O)CC(C(=O)OCC)(C)C (ethyl 3-{3-[(4-chlorophenyl)carbonyl]-1-(2,2-dimethylpropanoyl)-7-hydroxyindolizin-2-yl}-2,2-dimethylpropanoate), COC1=CC=CC(=N1)CO ((6-methoxy-pyridin-2-yl)-methanol), C1(=CC=CC=C1)P(C1=CC=CC=C1)C1=CC=CC=C1 (triphenylphosphine), CC(C)OC(=O)/N=N/C(=O)OC(C)C (DIAD). Solvent: C1CCOC1 (THF). Reaction conditions: temperature 23 celsius, time 8 hour. The product is ClC1=CC=C(C=C1)C(=O)C1=C(C(=C2C=C(C=CN12)OCC1=NC(=CC=C1)OC)C(C(C)(C)C)=O)CC(C(=O)OCC)(C)C (ethyl 3-{3-[(4-chlorophenyl)carbonyl]-1-(2,2-dimethylpropanoyl)-7-[(6-methoxypyridin-2-yl)methoxy]indolizin-2-yl}-2,2-dimethylpropanoate). The yield is 15.7%. RXN SMILES: [Cl:1][C:2]1[CH:7]=[CH:6][C:5]([C:8]([C:10]2[N:18]3[C:13]([CH:14]=[C:15]([OH:19])[CH:16]=[CH:17]3)=[C:12]([C:20](=[O:25])[C:21]([CH3:24])([CH3:23])[CH3:22])[C:11]=2[CH2:26][C:27]([CH3:34])([CH3:33])[C:28]([O:30][CH2:31][CH3:32])=[O:29])=[O:9])=[CH:4][CH:3]=1.[CH3:35][O:36][C:37]1[N:42]=[C:41]([CH2:43]O)[CH:40]=[CH:39][CH:38]=1.C1(P(C2C=CC=CC=2)C2C=CC=CC=2)C=CC=CC=1.CC(OC(/N=N/C(OC(C)C)=O)=O)C>C1COCC1>[Cl:1][C:2]1[CH:3]=[CH:4][C:5]([C:8]([C:10]2[N:18]3[C:13]([CH:14]=[C:15]([O:19][CH2:43][C:41]4[CH:40]=[CH:39][CH:38]=[C:37]([O:36][CH3:35])[N:42]=4)[CH:16]=[CH:17]3)=[C:12]([C:20](=[O:25])[C:21]([CH3:23])([CH3:24])[CH3:22])[C:11]=2[CH2:26][C:27]([CH3:33])([CH3:34])[C:28]([O:30][CH2:31][CH3:32])=[O:29])=[O:9])=[CH:6][CH:7]=1. Reported procedure: To a cold (0° C.) solution of ethyl 3-{3-[(4-chlorophenyl)carbonyl]-1-(2,2-dimethylpropanoyl)-7-hydroxyindolizin-2-yl}-2,2-dimethylpropanoate (100 mg, 0.21 mmol), (6-methoxy-pyridin-2-yl)-methanol (35 mg, 0.25 mmol), and triphenylphosphine (65 mg, 0.25 mmol) in THF (5 mL) is added DIAD (48 μL, 0.25 mmol). The reaction is allowed to gradually warm to 23° C. and then stirred overnight. Silica gel is added and the mixture is concentrated in vacuo then purified by flash chromatography (SiO2, hexanes... Reactants: CCOC(=O)c1cnc2c(cnn2Cc2ccc(OC)cc2)c1NC1CCSCC1, O=C(OO)c1cccc(Cl)c1, ClCCl, O. The product is CCOC(=O)c1cnc2c(cnn2Cc2ccc(OC)cc2)c1NC1CCS(=O)(=O)CC1. As a reaction SMILES: [CH3:1][O:2][c:3]1[cH:4][cH:5][c:6]([CH2:7][n:8]2[n:9][cH:10][c:11]3[c:12]2[n:13][cH:14][c:15]([C:24](=[O:25])[O:26][CH2:27][CH3:28])[c:16]3[NH:17][CH:18]2[CH2:19][CH2:20][S:21][CH2:22][CH2:23]2)[cH:29][cH:30]1.[Cl:31][c:32]1[cH:33][cH:34][cH:35][c:36]([C:37]([O:38][OH:40])=[O:39])[cH:41]1.[Cl:43][CH2:44][Cl:45].[OH2:42]>>[CH3:1][O:2][c:3]1[cH:4][cH:5][c:6]([CH2:7][n:8]2[n:9][cH:10][c:11]3[c:12]2[n:13][cH:14][c:15]([C:24](=[O:25])[O:26][CH2:27][CH3:28])[c:16]3[NH:17][CH:18]2[CH2:19][CH2:20][S:21](=[O:39])(=[O:42])[CH2:22][CH2:23]2)[cH:29][cH:30]1. Starting materials: BrC(C(=O)C1=CC2=C(S1)C=CC(=C2Cl)Cl)C (2-bromo-1-(4,5-dichlorobenzo[b]thiophen-2-yl)propan-1-one), N1C(NCC1)=S (2-imidazolidinethione), C(C)O (ethanol). The solvent is C(C)(=O)O (acetic acid). Product: Br.ClC1=C(C=CC=2SC(=CC21)C=2N1C(SC2C)=NCC1)Cl (3-(4,5-dichlorobenzo[b]thiophen-2-yl)-2-methyl-5,6-dihydroimidazo[2,1-b]-thiazole hydrobromide). The yield is 101.3%. Reaction SMILES: [Br:1][CH:2]([CH3:16])[C:3]([C:5]1[S:9][C:8]2[CH:10]=[CH:11][C:12]([Cl:15])=[C:13]([Cl:14])[C:7]=2[CH:6]=1)=O.[NH:17]1[CH2:21][CH2:20][NH:19][C:18]1=[S:22].C(O)C>C(O)(=O)C>[BrH:1].[Cl:14][C:13]1[C:7]2[CH:6]=[C:5]([C:3]3[N:19]4[CH2:20][CH2:21][N:17]=[C:18]4[S:22][C:2]=3[CH3:16])[S:9][C:8]=2[CH:10]=[CH:11][C:12]=1[Cl:15] |f:4.5|. Procedure: A mixture of 2-bromo-1-(4,5-dichlorobenzo[b]thiophen-2-yl)propan-1-one (1.59 g), 2-imidazolidinethione (0.43 g), ethanol (25 ml) and acetic acid (12.5 ml) was heated under reflux for 4 hours and allowed to cool to ambient temperature. The solvent was removed in vacuo to give a yellow solid which was triturated with ether (3×10 ml). The resulting solid was collected by filtration and dried in vacuo at 60° C. to give 3-(4,5-dichlorobenzo[b]thiophen-2-yl)-2-methyl-5,6-dihydroimidazo[2,1-b]-thiazole... Starting materials: ClC=1C=C2C(=NC1)N(C=C2B2OC(C(O2)(C)C)(C)C)S(=O)(=O)C2=CC=C(C=C2)C (5-chloro-1-(p-tolylsulfonyl)-3-(4,4,5,5-tetramethyl-1,3,2-dioxaborolan-2-yl)pyrrolo[2,3-b]pyridine), ClC1=NC=C(C(=N1)NCC1(CCCCC1)O)F (1-((2-chloro-5-fluoropyrimidin-4-ylamino)methyl)cyclohexanol), ClC1=NC=C(C(=N1)NCC1(CCCCC1)O)F (1-((2-chloro-5-fluoropyrimidin-4-ylamino)methyl)cyclohexanol), CC(=O)[O-].[K+] (KOAc). The reagents and catalysts are C1(=CC=CC=C1)P(C1=CC=CC=C1)C1=CC=CC=C1.[Pd] (palladium triphenylphosphine). The solvent is CC(=O)N(C)C (dimethylacetamide). Reaction conditions: temperature 140 celsius. Yields the product ClC=1C=C2C(=NC1)N(C=C2C2=NC=C(C(=N2)NCC2C(CCCC2)O)F)S(=O)(=O)C2=CC=C(C)C=C2 (2-((2-(5-chloro-1-tosyl-1H-pyrrolo[2,3-b]pyridin-3-yl)-5-fluoropyrimidin-4-ylamino)methyl)cyclohexanol). RXN SMILES: [Cl:1][C:2]1[CH:3]=[C:4]2[C:10](B3OC(C)(C)C(C)(C)O3)=[CH:9][N:8]([S:20]([C:23]3[CH:28]=[CH:27][C:26]([CH3:29])=[CH:25][CH:24]=3)(=[O:22])=[O:21])[C:5]2=[N:6][CH:7]=1.Cl[C:31]1[N:36]=[C:35]([NH:37][CH2:38][C:39]2(O)[CH2:44][CH2:43][CH2:42][CH2:41][CH2:40]2)[C:34]([F:46])=[CH:33][N:32]=1.CC([O-])=[O:49].[K+]>CC(N(C)C)=O.C1(P(C2C=CC=CC=2)C2C=CC=CC=2)C=CC=CC=1.[Pd]>[Cl:1][C:2]1[CH:3]=[C:4]2[C:10]([C:31]3[N:36]=[C:35]([NH:37][CH2:38][CH:39]4[CH2:44][CH2:43][CH2:42][CH2:41][CH:40]4[OH:49])[C:34]([F:46])=[CH:33][N:32]=3)=[CH:9][N:8]([S:20]([C:23]3[CH:28]=[CH:27][C:26]([CH3:29])=[CH:25][CH:24]=3)(=[O:21])=[O:22])[C:5]2=[N:6][CH:7]=1 |f:2.3,5.6|. Reported procedure: To a degassed solution of 5-chloro-1-(p-tolylsulfonyl)-3-(4,4,5,5-tetramethyl-1,3,2-dioxaborolan-2-yl)pyrrolo[2,3-b]pyridine (0.15 g, 0.35 mmol), 1-((2-chloro-5-fluoropyrimidin-4-ylamino)methyl)cyclohexanol, 14a, (0.09 g, 0.35 mmol) and aqueous KOAc solution (1.04 mL, of 1M solution, 1.04 mmol) in dimethylacetamide was added palladium triphenylphosphine (0.04 g, 0.03 mmol). The reaction mixture was heated at 140° C. in microwave for 15 min and then cooled to room temperature. The reaction mixtur... Starting materials: C(C)(=O)O (Acetic acid), NC=1C(=C(C(=O)OCC)C=CC1)NCC1=CC=C(C=C1)C1=C(C=CC=C1)C#N (ethyl 3-amino-2-[(2'-cyanobiphenyl-4-yl)methyl)aminobenzoate), C(OC)([O-])([O-])[O-] (methyl orthocarbonate). Conditions: temperature 80 celsius, time 1 hour. Yields the product C(#N)C1=C(C=CC=C1)C1=CC=C(C=C1)CN1C(=NC2=C1C(=CC=C2)C(=O)OCC)OC (Ethyl 1-[(2'-cyanobiphenyl-4-yl)methyl]-2-methoxybenzimidazole-7-carboxylate). As a reaction SMILES: C(O)(=O)C.[NH2:5][C:6]1[C:7]([NH:17][CH2:18][C:19]2[CH:24]=[CH:23][C:22]([C:25]3[CH:30]=[CH:29][CH:28]=[CH:27][C:26]=3[C:31]#[N:32])=[CH:21][CH:20]=2)=[C:8]([CH:14]=[CH:15][CH:16]=1)[C:9]([O:11][CH2:12][CH3:13])=[O:10].[C:33]([O-])([O-])([O-])[O:34][CH3:35]>>[C:31]([C:26]1[CH:27]=[CH:28][CH:29]=[CH:30][C:25]=1[C:22]1[CH:23]=[CH:24][C:19]([CH2:18][N:17]2[C:7]3[C:8]([C:9]([O:11][CH2:12][CH3:13])=[O:10])=[CH:14][CH:15]=[CH:16][C:6]=3[N:5]=[C:33]2[O:34][CH3:35])=[CH:20][CH:21]=1)#[N:32]. Procedure details: Acetic acid (0.2 g) was added to a solution of ethyl 3-amino-2-[(2'-cyanobiphenyl-4-yl)methyl)aminobenzoate (1.1 g) in methyl orthocarbonate (5 ml). The mixture was stirred at 80° C. for one hour. The reaction mixture was concentrated, and the concentrate was extracted with ethyl acetate. The organic layer was then washed with an aqueous solution of sodium hydrogen carbonate and water. The solvent was evaporated in vacuo to give crystals. Recrystallization from ethyl acetate--benzene afforded co... The reactants are COC(=O)c1cc(C(O)C#N)ccc1OC, ClC(Cl)Cl, CN(C)C=O, O=S(Cl)Cl. Yields the product COC(=O)c1cc(C(Cl)C#N)ccc1OC. As a reaction SMILES: [C:1](#[N:2])[CH:3]([OH:4])[c:5]1[cH:6][cH:7][c:8]([O:15][CH3:16])[c:9]([C:10](=[O:11])[O:12][CH3:13])[cH:14]1.[CH:26]([Cl:27])([Cl:28])[Cl:29].[O:21]=[CH:22][N:23]([CH3:24])[CH3:25].[S:17]([Cl:18])([Cl:19])=[O:20]>>[C:1](#[N:2])[CH:3]([c:5]1[cH:6][cH:7][c:8]([O:15][CH3:16])[c:9]([C:10](=[O:11])[O:12][CH3:13])[cH:14]1)[Cl:19].